Task: describe an organic reaction: reactants, conditions, products, and yield. Dataset: the Open Reaction Database (ORD), a public repository of structured organic reaction records Reactants: O=C([O-])[O-], CN(C)C=O, BrCC1CC1, [Cs+], [Cs+], O=C(Nc1cc(I)c[nH]c1=O)OCc1ccccc1, O. Product: O=C(Nc1cc(I)cn(CC2CC2)c1=O)OCc1ccccc1. RXN SMILES: [C:6](=[O:7])([O-:8])[O-:9].[CH3:31][N:32]([CH3:33])[CH:34]=[O:35].[CH:1]1([CH2:4][Br:5])[CH2:2][CH2:3]1.[Cs+:10].[Cs+:11].[I:12][c:13]1[cH:14][c:15]([NH:20][C:21]([O:22][CH2:23][c:24]2[cH:25][cH:26][cH:27][cH:28][cH:29]2)=[O:30])[c:16](=[O:19])[nH:17][cH:18]1.[OH2:36]>>[CH:1]1([CH2:4][n:17]2[c:16](=[O:19])[c:15]([NH:20][C:21]([O:22][CH2:23][c:24]3[cH:25][cH:26][cH:27][cH:28][cH:29]3)=[O:30])[cH:14][c:13]([I:12])[cH:18]2)[CH2:2][CH2:3]1. Starting materials: ClC=1C=CC2=C(NC(CC(C2=O)=CN(C)C)=O)C1 (8-chloro-4-dimethylaminomethylene-3,4-dihydro-1H-benzo[b]azepine-2,5-dione), [N+](=O)(O)[O-].O1CCOC2=C1C=CC(=C2)NC(=N)N (N-(2,3-dihydro-benzo[1,4]dioxin-6-yl)-guanidine nitrate). Yields the product ClC=1C=CC2=C(NC(CC3=C2N=C(N=C3)NC3=CC2=C(OCCO2)C=C3)=O)C1 (9-Chloro-2-(2,3-dihydro-benzo[1,4]dioxin-6-ylamino)-5H,7H-benzo[b]pyrimido[4,5-d]azepin-6-one). RXN SMILES: [Cl:1][C:2]1[CH:3]=[CH:4][C:5]2[C:11](=O)[C:10](=[CH:13]N(C)C)[CH2:9][C:8](=[O:17])[NH:7][C:6]=2[CH:18]=1.[N+]([O-])(O)=O.[O:23]1[C:28]2[CH:29]=[CH:30][C:31]([NH:33][C:34]([NH2:36])=[NH:35])=[CH:32][C:27]=2[O:26][CH2:25][CH2:24]1>>[Cl:1][C:2]1[CH:3]=[CH:4][C:5]2[C:11]3[N:35]=[C:34]([NH:33][C:31]4[CH:30]=[CH:29][C:28]5[O:23][CH2:24][CH2:25][O:26][C:27]=5[CH:32]=4)[N:36]=[CH:13][C:10]=3[CH2:9][C:8](=[O:17])[NH:7][C:6]=2[CH:18]=1 |f:1.2|. Procedure: In a manner similar to that described for method I, 8-chloro-4-dimethylaminomethylene-3,4-dihydro-1H-benzo[b]azepine-2,5-dione (v-j) and N-(2,3-dihydro-benzo[1,4]dioxin-6-yl)-guanidine nitrate were converted to I-28 (71%): HRMS Calcd. for C20H15ClN4O3: 395.091, Found 395.0912. The reactants are [N+](=O)([O-])C1=CC2=C(CCNCC2)C=C1 (7-nitro-1,2,4,5-tetrahydro-3H-3-benzazepine), [N+](=O)([O-])C1=CC=C(CCBr)C=C1 (4-nitrophenethyl bromide). Yields the product O.[N+](=O)([O-])C1=CC2=C(CCN(CC2)CCC2=CC=C(C=C2)[N+](=O)[O-])C=C1.[N+](=O)([O-])C1=CC2=C(CCN(CC2)CCC2=CC=C(C=C2)[N+](=O)[O-])C=C1 (7-Nitro-3-(4-nitrophenethyl)-1,2,4,5-tetrahydro-3H-3-benzazepine hemihydrate). Reaction SMILES: [N+:1]([C:4]1[CH:14]=[CH:13][C:7]2[CH2:8][CH2:9][NH:10][CH2:11][CH2:12][C:6]=2[CH:5]=1)([O-:3])=[O:2].[N+:15]([C:18]1[CH:26]=[CH:25][C:21]([CH2:22][CH2:23]Br)=[CH:20][CH:19]=1)([O-:17])=[O:16]>>[OH2:2].[N+:1]([C:4]1[CH:14]=[CH:13][C:7]2[CH2:8][CH2:9][N:10]([CH2:23][CH2:22][C:21]3[CH:20]=[CH:19][C:18]([N+:15]([O-:17])=[O:16])=[CH:26][CH:25]=3)[CH2:11][CH2:12][C:6]=2[CH:5]=1)([O-:3])=[O:2].[N+:1]([C:4]1[CH:14]=[CH:13][C:7]2[CH2:8][CH2:9][N:10]([CH2:23][CH2:22][C:21]3[CH:20]=[CH:19][C:18]([N+:15]([O-:17])=[O:16])=[CH:26][CH:25]=3)[CH2:11][CH2:12][C:6]=2[CH:5]=1)([O-:3])=[O:2] |f:2.3.4|. Reported procedure: The title compound was prepared similarly to Preparation 2 by the reaction of 7-nitro-1,2,4,5-tetrahydro-3H-3-benzazepine (0.5 g) and 4-nitrophenethyl bromide (0.6 g), which, after 18 hours reflux, gave the title compound as an oil, yield 0.29 g. RXN SMILES: [C:1]([CH3:2])([CH3:3])([CH3:4])[c:5]1[o:6][c:7](-[c:10]2[n:11][n:12](-[c:24]3[c:25]([Cl:31])[cH:26][c:27]([Cl:30])[cH:28][cH:29]3)[c:13](-[c:17]3[cH:18][cH:19][c:20]([Cl:23])[cH:21][cH:22]3)[c:14]2[C:15]#[CH:16])[n:8][n:9]1.[CH3:32][Si:33]([N-:34][Si:35]([CH3:36])([CH3:37])[CH3:38])([CH3:39])[CH3:40].[I:42][CH3:43].[Li+:41].[O:44]1[CH2:45][CH2:46][CH2:47][CH2:48]1>>[C:1]([CH3:2])([CH3:3])([CH3:4])[c:5]1[o:6][c:7](-[c:10]2[n:11][n:12](-[c:24]3[c:25]([Cl:31])[cH:26][c:27]([Cl:30])[cH:28][cH:29]3)[c:13](-[c:17]3[cH:18][cH:19][c:20]([Cl:23])[cH:21][cH:22]3)[c:14]2[C:15]#[C:16][CH3:32])[n:8][n:9]1. Starting materials: C#Cc1c(-c2nnc(C(C)(C)C)o2)nn(-c2ccc(Cl)cc2Cl)c1-c1ccc(Cl)cc1, C[Si](C)(C)[N-][Si](C)(C)C, CI, [Li+], C1CCOC1. Yields the product CC#Cc1c(-c2nnc(C(C)(C)C)o2)nn(-c2ccc(Cl)cc2Cl)c1-c1ccc(Cl)cc1. The reactants are C(#N)C1=CC=C(C=C1)NC=1C=NC=NC1 (5-[N-(4-cyanophenyl) amino]pyrimidine), FC1=CC=C(C=C1)C(F)(F)F (4-fluorobenzotrifluoride). Yields the product C(#N)C1=CC=C(C=C1)N(C1=CC=C(C=C1)C(F)(F)F)C=1C=NC=NC1 (5-[N-(4-Cyanophenyl)-N-(4-trifluoromethylphenyl)amino]pyrimidine). As a reaction SMILES: [C:1]([C:3]1[CH:8]=[CH:7][C:6]([NH:9][C:10]2[CH:11]=[N:12][CH:13]=[N:14][CH:15]=2)=[CH:5][CH:4]=1)#[N:2].F[C:17]1[CH:22]=[CH:21][C:20]([C:23]([F:26])([F:25])[F:24])=[CH:19][CH:18]=1>>[C:1]([C:3]1[CH:8]=[CH:7][C:6]([N:9]([C:10]2[CH:15]=[N:14][CH:13]=[N:12][CH:11]=2)[C:17]2[CH:22]=[CH:21][C:20]([C:23]([F:26])([F:25])[F:24])=[CH:19][CH:18]=2)=[CH:5][CH:4]=1)#[N:2]. Reported procedure: Starting compounds: 5-[N-(4-cyanophenyl) amino]pyrimidine and 4-fluorobenzotrifluoride The reactants are Cl.CC1=CSC2=C1N=CN=C2NN ((7-Methylthieno[3,2-d]pyrimidin-4-yl)hydrazine hydrochloride), N1=CC(=CC=C1)C=O (3-pyridinecarboxaldehyde). Run in C(C)O (ethanol). Yields the product CC1=CSC2=C1N=CN=C2NN=CC=2C=NC=CC2 (3-pyridinecarboxaldehyde(7-methylthieno[3,2-d]pyrimidin-4-yl)hydrazone). The yield is 70.5%. Reaction SMILES: Cl.[CH3:2][C:3]1[C:7]2[N:8]=[CH:9][N:10]=[C:11]([NH:12][NH2:13])[C:6]=2[S:5][CH:4]=1.[N:14]1[CH:19]=[CH:18][CH:17]=[C:16]([CH:20]=O)[CH:15]=1>C(O)C>[CH3:2][C:3]1[C:7]2[N:8]=[CH:9][N:10]=[C:11]([NH:12][N:13]=[CH:20][C:16]3[CH:15]=[N:14][CH:19]=[CH:18][CH:17]=3)[C:6]=2[S:5][CH:4]=1 |f:0.1|. Procedure details: A suspension of (7-methylthieno[3,2-d]pyrimidin-4-yl)hydrazine hydrochloride (5, 1.7 g, 7.9 mmol) and 3-pyridinecarboxaldehyde(1.1 g, 10.3 mmol) in ethanol (30 mL) was heated at reflux for 4 hours. After cooling to room temperature, the solid product was collected by vacuum filtration and recrystallized from methanol to yield 3-pyridinecarboxaldehyde(7-methylthieno[3,2-d]pyrimidin-4-yl)hydrazone (1.5 g, 71% yield) as white needles.